Dataset: the Open Reaction Database (ORD), a public repository of structured organic reaction records. Task: describe an organic reaction: reactants, conditions, products, and yield The reactants are ClC1=CC=C(C=N1)O (6-Chloropyridin-3-ol), BrC=1C=NC(=NC1)Cl (5-bromo-2-chloropyrimidine). Product: BrC=1C=NC(=NC1)OC=1C=NC(=CC1)Cl (5-Bromo-2-(6-chloropyridin-3-yloxy)pyrimidine). RXN SMILES: [Cl:1][C:2]1[N:7]=[CH:6][C:5]([OH:8])=[CH:4][CH:3]=1.[Br:9][C:10]1[CH:11]=[N:12][C:13](Cl)=[N:14][CH:15]=1>>[Br:9][C:10]1[CH:11]=[N:12][C:13]([O:8][C:5]2[CH:6]=[N:7][C:2]([Cl:1])=[CH:3][CH:4]=2)=[N:14][CH:15]=1. Procedure details: 6-Chloropyridin-3-ol (670 mg, 5.17 mmol) and 5-bromo-2-chloropyrimidine (1.0 g, 5.17 mmol) were reacted in analogy to example 2c. Yield: 1.02 g (69%), M+H+: 285.95. Reactants: Cc1ccc(C(=O)C2CCNCC2)cc1, CC1COC(=O)N1c1ccc(C(=O)O)cc1, CN1CCOCC1, CO, ClC(Cl)Cl, Cl, [Na+], [OH-]. Product: Cc1ccc(C(=O)C2CCN(C(=O)c3ccc(N4C(=O)OCC4C)cc3)CC2)cc1. RXN SMILES: [CH3:18][c:19]1[cH:20][cH:21][c:22]([C:25](=[O:26])[CH:27]2[CH2:28][CH2:29][NH:30][CH2:31][CH2:32]2)[cH:23][cH:24]1.[CH3:1][CH:2]1[N:3]([c:8]2[cH:9][cH:10][c:11]([C:12](=[O:13])[OH:14])[cH:15][cH:16]2)[C:4](=[O:7])[O:5][CH2:6]1.[CH3:33][N:34]1[CH2:35][CH2:36][O:37][CH2:38][CH2:39]1.[CH3:42][OH:43].[CH:44]([Cl:45])([Cl:46])[Cl:47].[ClH:17].[Na+:41].[OH-:40]>>[CH3:1][CH:2]1[N:3]([c:8]2[cH:9][cH:10][c:11]([C:12](=[O:14])[N:30]3[CH2:29][CH2:28][CH:27]([C:25]([c:22]4[cH:21][cH:20][c:19]([CH3:18])[cH:24][cH:23]4)=[O:26])[CH2:32][CH2:31]3)[cH:15][cH:16]2)[C:4](=[O:7])[O:5][CH2:6]1. Starting materials: O1COC2=C1C=CC(=C2)C2CCC1(OCCO1)CC2 (8-(1,3-benzodioxol-5-yl)-1,4-dioxaspiro[4,5]decane). Run in CC(=O)C (acetone). Product: O1COC2=C1C=CC(=C2)C2CCC(CC2)=O (4-(1,3-Benzodioxol-5-yl)cyclohexanone). Yield: 87.0%. Reaction SMILES: [O:1]1[C:5]2[CH:6]=[CH:7][C:8]([CH:10]3[CH2:19][CH2:18][C:13]4(OCC[O:14]4)[CH2:12][CH2:11]3)=[CH:9][C:4]=2[O:3][CH2:2]1>CC(C)=O>[O:1]1[C:5]2[CH:6]=[CH:7][C:8]([CH:10]3[CH2:11][CH2:12][C:13](=[O:14])[CH2:18][CH2:19]3)=[CH:9][C:4]=2[O:3][CH2:2]1. Reported procedure: A solution of 8-(1,3-benzodioxol-5-yl)-1,4-dioxaspiro[4,5]decane in acetone was reacted as described in example 4 to give the product (87%, mp: 92°-93.5° C.). Calc'd for C13H14O3 : C, 71.55%; H, 6.47%. Found: C, 71.37%; H, 6.43%. Reactants: CI (methyl iodide), C(C)(C)[N-]C(C)C.[Li+] (lithium diisopropylamide), FC1=C(C=C(C(=C1C(F)(F)F)F)F)C=1OCC(N1)(C)C (2-[2,4,5-trifluoro-3-(trifluoromethyl)-phenyl]-4,4-dimethyl-2-oxazoline), C(C)(C)NC(C)C (diisopropylamine), C(CCC)[Li] (n-butyllithium), Cl (HCl). The solvent is C1CCOC1 (THF), C1CCOC1 (THF). Run at time 10 minute. Yields the product FC1=C(C(=C(C(=C1C(F)(F)F)F)F)C)C=1OCC(N1)(C)C (2-[2,4,5-Trifluoro-3-(trifluoromethyl)-6-methylphenyl]-4,4-dimethyl-2-oxazoline). The yield is 91.6%. Reaction SMILES: [CH:1](NC(C)C)(C)C.C([Li])CCC.C([N-]C(C)C)(C)C.[Li+].[F:21][C:22]1[C:27]([C:28]([F:31])([F:30])[F:29])=[C:26]([F:32])[C:25]([F:33])=[CH:24][C:23]=1[C:34]1[O:35][CH2:36][C:37]([CH3:40])([CH3:39])[N:38]=1.CI.Cl>C1COCC1>[F:21][C:22]1[C:27]([C:28]([F:31])([F:29])[F:30])=[C:26]([F:32])[C:25]([F:33])=[C:24]([CH3:1])[C:23]=1[C:34]1[O:35][CH2:36][C:37]([CH3:40])([CH3:39])[N:38]=1 |f:2.3|. Procedure: A solution of 1.12 g (11.0 mmol) of diisopropylamine in 5 ml of THF was cooled to 0° C. under nitrogen, treated with 4.0 ml of 2.5M n-butyllithium, and stirred for 10 minutes. This lithium diisopropylamide solution was added dropwise to a solution of 2.36 g (8 mmol) of 2-[2,4,5-trifluoro-3-(trifluoromethyl)-phenyl]-4,4-dimethyl-2-oxazoline in 5 ml of THF at -78° C. The solution was stirred at -78° C. for one hour, then quenched with 2.24 g (16 mmol) of methyl iodide. The mixture was allowed to w... Reactants: C1CCOC1, CCCN, CS(=O)c1nc(N)nc(-c2ccco2)c1I. The product is CCCNc1nc(N)nc(-c2ccco2)c1I. RXN SMILES: [CH2:21]1[O:22][CH2:23][CH2:24][CH2:25]1.[CH3:17][CH2:18][CH2:19][NH2:20].[o:1]1[c:2](-[c:6]2[n:7][c:8]([NH2:16])[n:9][c:10]([S:13]([CH3:14])=[O:15])[c:11]2[I:12])[cH:3][cH:4][cH:5]1>>[o:1]1[c:2](-[c:6]2[n:7][c:8]([NH2:16])[n:9][c:10]([NH:20][CH2:19][CH2:18][CH3:17])[c:11]2[I:12])[cH:3][cH:4][cH:5]1. The reactants are OCc1ncn(C(c2ccccc2)(c2ccccc2)c2ccccc2)n1, CC(=O)Nc1ccc(CC(=O)Nc2c(N)[nH]c(=O)n(Cc3ccccc3F)c2=O)cc1, C1CCOC1, c1ccc(P(c2ccccc2)c2ccccc2)cc1. Yields the product CC(=O)Nc1ccc(CC(=O)Nc2c(N)n(Cc3ncn(C(c4ccccc4)(c4ccccc4)c4ccccc4)n3)c(=O)n(Cc3ccccc3F)c2=O)cc1. As a reaction SMILES: [C:1]([c:2]1[cH:3][cH:4][cH:5][cH:6][cH:7]1)([c:8]1[cH:9][cH:10][cH:11][cH:12][cH:13]1)([c:14]1[cH:15][cH:16][cH:17][cH:18][cH:19]1)[n:20]1[n:21][c:22]([CH2:25][OH:26])[n:23][cH:24]1.[C:46]([CH3:47])(=[O:48])[NH:49][c:50]1[cH:51][cH:52][c:53]([CH2:56][C:57](=[O:58])[NH:59][c:60]2[c:61](=[O:76])[n:62]([CH2:68][c:69]3[c:70]([F:75])[cH:71][cH:72][cH:73][cH:74]3)[c:63](=[O:67])[nH:64][c:65]2[NH2:66])[cH:54][cH:55]1.[O:77]1[CH2:78][CH2:79][CH2:80][CH2:81]1.[c:27]1([P:28]([c:29]2[cH:30][cH:31][cH:32][cH:33][cH:34]2)[c:35]2[cH:36][cH:37][cH:38][cH:39][cH:40]2)[cH:41][cH:42][cH:43][cH:44][cH:45]1>>[C:1]([c:2]1[cH:3][cH:4][cH:5][cH:6][cH:7]1)([c:8]1[cH:9][cH:10][cH:11][cH:12][cH:13]1)([c:14]1[cH:15][cH:16][cH:17][cH:18][cH:19]1)[n:20]1[n:21][c:22]([CH2:25][n:64]2[c:63](=[O:67])[n:62]([CH2:68][c:69]3[c:70]([F:75])[cH:71][cH:72][cH:73][cH:74]3)[c:61](=[O:76])[c:60]([NH:59][C:57]([CH2:56][c:53]3[cH:52][cH:51][c:50]([NH:49][C:46]([CH3:47])=[O:48])[cH:55][cH:54]3)=[O:58])[c:65]2[NH2:66])[n:23][cH:24]1.